Dataset: the Open Reaction Database (ORD), a public repository of structured organic reaction records. Task: describe an organic reaction: reactants, conditions, products, and yield The reactants are C(C1=CC=CC=C1)N(C=1C=C2C=CN=C(C2=C(C1)F)N(C(=O)OC(C)(C)C)C(=O)OC(C)(C)C)CC1=CC=CC=C1 (N6,N6-Dibenzyl-N1,N1-di-tert-butoxycarbonyl-8-fluoroisoquinoline-1,6-diamine). Reagents/catalysts: [OH-].[Pd+2].[OH-] (palladium(II) hydroxide). Solvent: C(C)O (ethanol). Product: C(C)(C)(C)OC(=O)N(C1=NC=CC2=CC(=CC(=C12)F)N)C(=O)OC(C)(C)C (N1,N1-Di-tert-butoxycarbonyl-8-fluoroisoquinoline-1,6-diamine). As a reaction SMILES: C([N:8](CC1C=CC=CC=1)[C:9]1[CH:10]=[C:11]2[C:16](=[C:17]([F:19])[CH:18]=1)[C:15]([N:20]([C:28]([O:30][C:31]([CH3:34])([CH3:33])[CH3:32])=[O:29])[C:21]([O:23][C:24]([CH3:27])([CH3:26])[CH3:25])=[O:22])=[N:14][CH:13]=[CH:12]2)C1C=CC=CC=1>[OH-].[Pd+2].[OH-].C(O)C>[C:31]([O:30][C:28]([N:20]([C:21]([O:23][C:24]([CH3:27])([CH3:26])[CH3:25])=[O:22])[C:15]1[C:16]2[C:11](=[CH:10][C:9]([NH2:8])=[CH:18][C:17]=2[F:19])[CH:12]=[CH:13][N:14]=1)=[O:29])([CH3:34])([CH3:33])[CH3:32] |f:1.2.3|. Procedure details: A mixture of 19G (77 mg, 0.14 mmol), 20% palladium(II) hydroxide on carbon (94 mg) and ethanol (20 mL) was hydrogenated (55 psi) for 4 h. The reaction mixture was filtered and concentrated under reduced pressure to give 19H (47 mg, 90%) as a yellow solid. LC-MS m/z: 378.3 (M+H)+. The reactants are [H-].[Na+] (Sodium hydride), IC1=NNC2=CC=CC=C12 (3-iodoindazole), ClC1=NC(=C2N=C(N(C2=N1)C)CN1CCC(CC1)C(C)(C)O)N1CCOCC1 (2-(1-((2-Chloro-9-methyl-6-morpholino-9H-purin-8-yl)methyl)piperidin-4-yl)propan-2-ol). Solvent: CN(C)C=O (DMF). Run at temperature 0 celsius, time 30 minute. Product: IC1=NN(C2=CC=CC=C12)C1=NC(=C2N=C(N(C2=N1)C)CN1CCC(CC1)C(C)(C)O)N1CCOCC1 (2-(1-((2-(3-iodo-1H-indazol-1-yl)-9-methyl-6-morpholino-9H-purin-8-yl)methyl)piperidin-4-yl)propan-2-ol). Reaction SMILES: [H-].[Na+].[I:3][C:4]1[C:12]2[C:7](=[CH:8][CH:9]=[CH:10][CH:11]=2)[NH:6][N:5]=1.Cl[C:14]1[N:22]=[C:21]2[C:17]([N:18]=[C:19]([CH2:24][N:25]3[CH2:30][CH2:29][CH:28]([C:31]([OH:34])([CH3:33])[CH3:32])[CH2:27][CH2:26]3)[N:20]2[CH3:23])=[C:16]([N:35]2[CH2:40][CH2:39][O:38][CH2:37][CH2:36]2)[N:15]=1>CN(C=O)C>[I:3][C:4]1[C:12]2[C:7](=[CH:8][CH:9]=[CH:10][CH:11]=2)[N:6]([C:14]2[N:22]=[C:21]3[C:17]([N:18]=[C:19]([CH2:24][N:25]4[CH2:30][CH2:29][CH:28]([C:31]([OH:34])([CH3:33])[CH3:32])[CH2:27][CH2:26]4)[N:20]3[CH3:23])=[C:16]([N:35]3[CH2:36][CH2:37][O:38][CH2:39][CH2:40]3)[N:15]=2)[N:5]=1 |f:0.1|. Procedure: Sodium hydride (1.5 eq) was added to 3-iodoindazole (0.5 g) in DMF (5 mL) and the reaction was stirred for 30 minutes at 0° C. 2-(1-((2-Chloro-9-methyl-6-morpholino-9H-purin-8-yl)methyl)piperidin-4-yl)propan-2-ol was subsequently added to the reaction mixture and heated in a Biotage microwave for 10 minutes at 180° C. The reaction was purified by flash column chromatography to afford 2-(1-((2-(3-iodo-1H-indazol-1-yl)-9-methyl-6-morpholino-9H-purin-8-yl)methyl)piperidin-4-yl)propan-2-ol (0.4 g) a... Reactants: C(C1=CC=CC=C1)O[C@@H]1[C@](O[C@@]([C@@H]([C@H]1OCC1=CC=CC=C1)OCC1=CC=CC=C1)(OC)C1=CC(=C(C=C1)Cl)CC1=CC=C(C=C1)OC(F)(F)F)(C=O)CO ((2S,3S,4S,5R,6S)-3,4,5-tribenzyloxy-6-[4-chloro-3-[[4-(trifluoromethoxy)phenyl]methyl]phenyl]-2-(hydroxymethyl)-6-methoxy-tetrahydro-pyran-2-carbaldehyde), [BH4-].[Na+] (sodium borohydride). Solvent: mixed solution. Reaction conditions: time 1.5 hour. The product is C(C1=CC=CC=C1)O[C@@H]1C(O[C@@]([C@@H]([C@H]1OCC1=CC=CC=C1)OCC1=CC=CC=C1)(OC)C1=CC(=C(C=C1)Cl)CC1=CC=C(C=C1)OC(F)(F)F)(CO)CO ([(3S,4S,5R,6S)-3,4,5-tribenzyloxy-6-[4-chloro-3-[[4-(trifluoromethoxy)phenyl]methyl]phenyl]-2-(hydroxymethyl)-6-methoxy-tetrahydropyran-2-yl]methanol). The yield is 31.5%. Reaction SMILES: [CH2:1]([O:8][C@H:9]1[C@H:14]([O:15][CH2:16][C:17]2[CH:22]=[CH:21][CH:20]=[CH:19][CH:18]=2)[C@@H:13]([O:23][CH2:24][C:25]2[CH:30]=[CH:29][CH:28]=[CH:27][CH:26]=2)[C@@:12]([C:33]2[CH:38]=[CH:37][C:36]([Cl:39])=[C:35]([CH2:40][C:41]3[CH:46]=[CH:45][C:44]([O:47][C:48]([F:51])([F:50])[F:49])=[CH:43][CH:42]=3)[CH:34]=2)([O:31][CH3:32])[O:11][C@:10]1([CH2:54][OH:55])[CH:52]=[O:53])[C:2]1[CH:7]=[CH:6][CH:5]=[CH:4][CH:3]=1.[BH4-].[Na+]>>[CH2:1]([O:8][C@H:9]1[C@H:14]([O:15][CH2:16][C:17]2[CH:18]=[CH:19][CH:20]=[CH:21][CH:22]=2)[C@@H:13]([O:23][CH2:24][C:25]2[CH:26]=[CH:27][CH:28]=[CH:29][CH:30]=2)[C@@:12]([C:33]2[CH:38]=[CH:37][C:36]([Cl:39])=[C:35]([CH2:40][C:41]3[CH:42]=[CH:43][C:44]([O:47][C:48]([F:51])([F:50])[F:49])=[CH:45][CH:46]=3)[CH:34]=2)([O:31][CH3:32])[O:11][C:10]1([CH2:54][OH:55])[CH2:52][OH:53])[C:2]1[CH:3]=[CH:4][CH:5]=[CH:6][CH:7]=1 |f:1.2|. Procedure details: (2S,3S,4S,5R,6S)-3,4,5-tribenzyloxy-6-[4-chloro-3-[[4-(trifluoromethoxy)phenyl]methyl]phenyl]-2-(hydroxymethyl)-6-methoxy-tetrahydropyran-2-carbaldehyde 6p (1.27 g, 1.63 mmol) was dissolved in 10 mL of mixed solution (THF and MeOH, v:v=1:1) and followed by addition of sodium borohydride (0.12 g, 3.26 mmol) in batch. The reaction mixture was stirred for 1.5 hours. Thereafter, the reaction mixture was concentrated under reduced pressure and was partitioned after 30 mL of ethyl acetate were added. ... The reactants are C1(CCCC1)=O (cyclopentanone), C(=O)(OCC1C2=CC=CC=C2C2=CC=CC=C12)N=C=S (Fmoc isothiocyanate), C(C)NCC (diethyl amine), Cl.C(C)(C)(C)OC(CCN)=O (beta-alanine tert-butyl ester hydrochloride), C(C)(=O)O[BH-](OC(C)=O)OC(C)=O.[Na+] (sodium triacetoxyborohydride). Yields the product C(C)(C)(C)OC(CCN(C(=S)N)C1CCCC1)=O (3-(1-Cyclopentyl-thioureido)-propionic acid tert-butyl ester). Reaction SMILES: [C:1]1(=O)[CH2:5][CH2:4][CH2:3][CH2:2]1.Cl.[C:8]([O:12][C:13](=[O:17])[CH2:14][CH2:15][NH2:16])([CH3:11])([CH3:10])[CH3:9].C(O[BH-](OC(=O)C)OC(=O)C)(=O)C.[Na+].C([N:49]=[C:50]=[S:51])(OCC1C2C(=CC=CC=2)C2C1=CC=CC=2)=O.C(NCC)C>>[C:8]([O:12][C:13](=[O:17])[CH2:14][CH2:15][N:16]([CH:1]1[CH2:5][CH2:4][CH2:3][CH2:2]1)[C:50]([NH2:49])=[S:51])([CH3:11])([CH3:10])[CH3:9] |f:1.2,3.4|. Procedure: 3-(1-Cyclopentyl-thioureido)-propionic acid tert-butyl ester was prepared using general procedure D with cyclopentanone, beta-alanine tert-butyl ester hydrochloride, sodium triacetoxyborohydride, Fmoc isothiocyanate, and diethyl amine. The reactants are CC#N, Clc1cnc2cc(Cl)c(Cl)cc2n1, [K+], [K+], O=C([O-])[O-], CCOC(=O)C=C(OC)C(C)Oc1ccc(O)cc1. Yields the product CCOC(=O)C=C(OC)C(C)Oc1ccc(Oc2cnc3cc(Cl)c(Cl)cc3n2)cc1. RXN SMILES: [CH3:39][C:40]#[N:41].[Cl:1][c:2]1[n:3][c:4]2[cH:5][c:6]([Cl:13])[c:7]([Cl:12])[cH:8][c:9]2[n:10][cH:11]1.[K+:33].[K+:34].[O-:35][C:36]([O-:37])=[O:38].[OH:14][c:15]1[cH:16][cH:17][c:18]([O:19][CH:20]([C:21](=[CH:22][C:23](=[O:24])[O:25][CH2:26][CH3:27])[O:28][CH3:29])[CH3:30])[cH:31][cH:32]1>>[c:2]1([O:14][c:15]2[cH:16][cH:17][c:18]([O:19][CH:20]([C:21](=[CH:22][C:23](=[O:24])[O:25][CH2:26][CH3:27])[O:28][CH3:29])[CH3:30])[cH:31][cH:32]2)[n:3][c:4]2[cH:5][c:6]([Cl:13])[c:7]([Cl:12])[cH:8][c:9]2[n:10][cH:11]1.